The task is: describe an organic reaction: reactants, conditions, products, and yield. This data is from the Open Reaction Database (ORD), a public repository of structured organic reaction records. Reaction SMILES: [Cl:1][c:2]1[c:3]([CH2:17][C:18](=[O:19])[OH:20])[c:4]([S:8][c:9]2[cH:10][cH:11][c:12]([O:15][CH3:16])[cH:13][cH:14]2)[cH:5][cH:6][cH:7]1.[OH2:21]>>[Cl:1][c:2]1[c:3]2[c:4]([cH:5][cH:6][cH:7]1)[S:8][c:9]1[cH:10][cH:11][c:12]([O:15][CH3:16])[cH:13][c:14]1[C:18](=[O:20])[CH2:17]2. Product: COc1ccc2c(c1)C(=O)Cc1c(Cl)cccc1S2. Starting materials: COc1ccc(Sc2cccc(Cl)c2CC(=O)O)cc1, O. The reactants are CN1C=NC(C(=C1)C=1C=C(C=CC1)C(F)(F)F)=O (1-methyl-5-(α,α,α-trifluoro-m-tolyl)-4(1H)-pyrimidinone), C(C)N (ethylamine). The solvent is CO (methanol). The product is C(C)N1C=NC(C(=C1)C=1C=C(C=CC1)C(F)(F)F)=O (1-ethyl-5-(α,α,α-trifluoro-m-tolyl)-4(1H)-pyrimidinone). As a reaction SMILES: [CH3:1][N:2]1[CH:7]=[C:6]([C:8]2[CH:9]=[C:10]([C:14]([F:17])([F:16])[F:15])[CH:11]=[CH:12][CH:13]=2)[C:5](=[O:18])[N:4]=[CH:3]1.[CH2:19](N)C>CO>[CH2:1]([N:2]1[CH:7]=[C:6]([C:8]2[CH:9]=[C:10]([C:14]([F:15])([F:17])[F:16])[CH:11]=[CH:12][CH:13]=2)[C:5](=[O:18])[N:4]=[CH:3]1)[CH3:19]. Procedure details: Two g. of the intermediate atropamide of Example 2 was reacted with 1 cc. of 20 percent aqueous ethylamine in 20 ml. of methanol. The reaction mixture was stirred at reflux temperature for 6 hours and evaporated to dryness, and the residue was recrystallized from ethyl acetatehexane. The product was 1.3 g. of 1-ethyl-5-(α,α,α-trifluoro-m-tolyl)-4(1H)-pyrimidinone, m.p. 172°-173° C. Reactants: O (Water), OC=1C=CC2=C(C=C(CO2)C=O)C1 (6-hydroxy-2H-1-benzopyran-3-carboxaldehyde), C([O-])([O-])=O.[K+].[K+] (potassium carbonate), C(C1=CC=CC=C1)Br (benzyl bromide). Solvent: CN(C)C=O (DMF). Reaction conditions: time 8 hour. The product is C(C1=CC=CC=C1)OC=1C=CC2=C(C=C(CO2)C=O)C1 (6-benzyloxy-2H-1-benzopyran-3-carboxaldehyde). Reaction SMILES: [OH:1][C:2]1[CH:3]=[CH:4][C:5]2[O:10][CH2:9][C:8]([CH:11]=[O:12])=[CH:7][C:6]=2[CH:13]=1.C(=O)([O-])[O-].[K+].[K+].[CH2:20](Br)[C:21]1[CH:26]=[CH:25][CH:24]=[CH:23][CH:22]=1.O>CN(C=O)C>[CH2:20]([O:1][C:2]1[CH:3]=[CH:4][C:5]2[O:10][CH2:9][C:8]([CH:11]=[O:12])=[CH:7][C:6]=2[CH:13]=1)[C:21]1[CH:26]=[CH:25][CH:24]=[CH:23][CH:22]=1 |f:1.2.3|. Procedure: A mixture of 6-hydroxy-2H-1-benzopyran-3-carboxaldehyde (25.0 g, 0.14 mol) and potassium carbonate (39.2 g, 0.28 mol) in 500 ml of DMF is treated with benzyl bromide (26.7 g, 0.16 mol). The mixture is stirred overnight at room temperature. Water is added and three extractions with dichloromethane are carried out. The extract is dried (MgSO4) and evaporated to dryness. The residue is crystallized from hot ethyl acetate to give 6-benzyloxy-2H-1-benzopyran-3-carboxaldehyde, m.p. 112°-114° C. Product: O=C(c1ccc2ccccc2c1)c1nccn1CC(CCO)c1ccc(Cl)c(Cl)c1. The reactants are C1COCCO1, [Na+], [OH-], O=C(OCCC(Cn1ccnc1C(=O)c1ccc2ccccc2c1)c1ccc(Cl)c(Cl)c1)c1ccc2ccccc2c1. RXN SMILES: [CH2:45]1[O:46][CH2:47][CH2:48][O:49][CH2:50]1.[Na+:44].[OH-:43].[cH:1]1[c:2]2[c:3]([cH:4][cH:5][cH:6][cH:7]2)[cH:8][cH:9][c:10]1[C:11](=[O:12])[O:13][CH2:14][CH2:15][CH:16]([CH2:17][n:18]1[c:19]([C:23](=[O:24])[c:25]2[cH:26][c:27]3[cH:28][cH:29][cH:30][cH:31][c:32]3[cH:33][cH:34]2)[n:20][cH:21][cH:22]1)[c:35]1[cH:36][c:37]([Cl:42])[c:38]([Cl:41])[cH:39][cH:40]1>>[OH:13][CH2:14][CH2:15][CH:16]([CH2:17][n:18]1[c:19]([C:23](=[O:24])[c:25]2[cH:26][c:27]3[cH:28][cH:29][cH:30][cH:31][c:32]3[cH:33][cH:34]2)[n:20][cH:21][cH:22]1)[c:35]1[cH:36][c:37]([Cl:42])[c:38]([Cl:41])[cH:39][cH:40]1.